Dataset: the Open Reaction Database (ORD), a public repository of structured organic reaction records. Task: describe an organic reaction: reactants, conditions, products, and yield Starting materials: saturated solution, S(=O)(=O)([O-])[O-].[Na+].[Na+] (sodium sulfate), OC1=C(C=C(C=C1[N+](=O)[O-])C(C)=O)OC (4'-Hydroxy-3'-methoxy-5'-nitroacetophenone). Solvent: C(C)(=O)O (acetic acid), Br (hydrobromic acid). Reaction conditions: time 8 hour. Product: OC=1C=C(C=C(C1O)[N+](=O)[O-])C(C)=O (3'4'-Dihydroxy-5'-nitroacetophenone). RXN SMILES: [OH:1][C:2]1[C:7]([N+:8]([O-:10])=[O:9])=[CH:6][C:5]([C:11](=[O:13])[CH3:12])=[CH:4][C:3]=1[O:14]C.S([O-])([O-])(=O)=O.[Na+].[Na+]>C(O)(=O)C.Br>[OH:14][C:3]1[CH:4]=[C:5]([C:11](=[O:13])[CH3:12])[CH:6]=[C:7]([N+:8]([O-:10])=[O:9])[C:2]=1[OH:1] |f:1.2.3|. Procedure: A solution containing 19.9 g of the product obtained in Example 18 in 200 ml of acetic acid and 200 ml of 48% hydrobromic acid was refluxed for 5 h. 500 ml of a saturated solution of sodium sulfate was added to the reaction mixture and the same was let stand overnight at 5° C. The solution was extracted with ether. The ether phase was washed with 200 ml of water, dried and the solvent evaporated in vacuo. The residue was crystallized from isopropanol. Yield 10.2 g (55 m.p. 155°-159° C. Starting materials: COC(=O)C1=C(N=C(S1)\C=C\C=1C(=NOC1C)CCCC)C (2-[(E)-2-(3-butyl-5-methyl-isoxazol-4-yl)-vinyl]-4-methyl-thiazole-5-carboxylic acid methyl ester), NC1CCOCC1 (4-aminotetrahydropyran). The product is O1CCC(CC1)NC(=O)C1=C(N=C(S1)\C=C\C=1C(=NOC1C)CCCC)C (2-[(E)-2-(3-Butyl-5-methyl-isoxazol-4-yl)-vinyl]-4-methyl-thiazole-5-carboxylic acid (tetrahydro-pyran-4-yl)-amide). Isolated yield 75.0%. As a reaction SMILES: CO[C:3]([C:5]1[S:9][C:8](/[CH:10]=[CH:11]/[C:12]2[C:13]([CH2:18][CH2:19][CH2:20][CH3:21])=[N:14][O:15][C:16]=2[CH3:17])=[N:7][C:6]=1[CH3:22])=[O:4].[NH2:23][CH:24]1[CH2:29][CH2:28][O:27][CH2:26][CH2:25]1>>[O:27]1[CH2:28][CH2:29][CH:24]([NH:23][C:3]([C:5]2[S:9][C:8](/[CH:10]=[CH:11]/[C:12]3[C:13]([CH2:18][CH2:19][CH2:20][CH3:21])=[N:14][O:15][C:16]=3[CH3:17])=[N:7][C:6]=2[CH3:22])=[O:4])[CH2:25][CH2:26]1. Procedure: As described for example 93d, 2-[(E)-2-(3-butyl-5-methyl-isoxazol-4-yl)-vinyl]-4-methyl-thiazole-5-carboxylic acid methyl ester (60 mg, 0.19 mmol) was converted, using 4-aminotetrahydropyran instead of isopropylamine, to the title compound (55 mg, 75%) which was obtained as a white solid. MS: m/e=390.3 [M+H]+. The reactants are [Si](C)(C)(C(C)(C)C)O[C@@H]1C[C@@H]2CC[C@H]3[C@@H]4C[C@H]5[C@H]([C@H](C)[C@]6(O5)CC[C@@H](C)CO6)[C@]4(C([C@@H]([C@@H]3[C@]2(CC1)C)O[Si](C)(C)C)=O)C ((3β,5α,11β,25R)-3-(t-butyldimethylsilyoxy)-11-(trimethylsilyoxy)spirostan-12-one), F (hydrofluoric acid), C[C@H]1[C@H]2[C@H](C[C@H]3[C@@H]4CC[C@H]5C[C@H](CC[C@]5(C)[C@H]4C([C@H]([C@]23C)O)=O)O)O[C@]12CC[C@@H](C)CO2 ((3β,5α,12β,25R)-spirostan-3,12-diol-11-one). The solvent is C(C)#N (acetonitrile). The product is C[C@H]1[C@H]2[C@H](C[C@H]3[C@@H]4CC[C@H]5C[C@H](CC[C@]5(C)[C@H]4[C@H](C([C@]23C)=O)O)O)O[C@]12CC[C@@H](C)CO2 ((3β,5α,11β,25R)-spirostan-3,11-diol-12-one). RXN SMILES: [Si]([O:8][C@H:9]1[CH2:35][CH2:34][C@@:33]2([CH3:36])[C@@H:11]([CH2:12][CH2:13][C@@H:14]3[C@@H:32]2[C@@H:31]([O:37][Si](C)(C)C)[C:30](=[O:42])[C@@:29]2([CH3:43])[C@H:15]3[CH2:16][C@@H:17]3[O:22][C@@:21]4([O:28][CH2:27][C@H:25]([CH3:26])[CH2:24][CH2:23]4)[C@@H:19]([CH3:20])[C@@H:18]32)[CH2:10]1)(C(C)(C)C)(C)C.F.C[C@@H]1[C@]2(OC[C@H](C)CC2)O[C@H]2C[C@@H]3[C@@](C)([C@@H]12)[C@H](O)C(=O)[C@H]1[C@H]3CC[C@@H]2[C@]1(C)CC[C@H](O)C2>C(#N)C>[CH3:20][C@@H:19]1[C@:21]2([O:28][CH2:27][C@H:25]([CH3:26])[CH2:24][CH2:23]2)[O:22][C@H:17]2[CH2:16][C@@H:15]3[C@@:29]([CH3:43])([C@@H:18]12)[C:30](=[O:42])[C@H:31]([OH:37])[C@H:32]1[C@H:14]3[CH2:13][CH2:12][C@@H:11]2[C@:33]1([CH3:36])[CH2:34][CH2:35][C@H:9]([OH:8])[CH2:10]2. Procedure: The title compound was synthesized from (3β,5α,11β,25R)-3-(t-butyldimethylsilyoxy)-11-(trimethylsilyoxy)spirostan-12-one was desilylated with hydrofluoric acid in acetonitrile according to the procedure described in J. Am. Chem. Soc., 1972, 94, 6190. The title compound must be carefully handled because it will rearrange to (3β,5α,12β,25R)-spirostan-3,12-diol-11-one if exposed to base. Starting materials: ClC1=C(C=CC(=C1)[N+](=O)[O-])F (2-chloro-1-fluoro-4-nitro-benzene), [H-].[Na+] (Sodium hydride), O (water), FC=1C=C(C=CC1)CO ((3-Fluoro-phenyl)-methanol). Solvent: CN(C)C=O (DMF), CN(C)C=O (DMF). Conditions: time 4 hour. Product: ClC1=C(C=CC(=C1)[N+](=O)[O-])OCC1=CC(=CC=C1)F (2-chloro-1-(3-fluoro-benzyloxy)-4-nitro-benzene). The yield is 83.3%. Reaction SMILES: [H-].[Na+].O.[F:4][C:5]1[CH:6]=[C:7]([CH2:11][OH:12])[CH:8]=[CH:9][CH:10]=1.[Cl:13][C:14]1[CH:19]=[C:18]([N+:20]([O-:22])=[O:21])[CH:17]=[CH:16][C:15]=1F>CN(C=O)C>[Cl:13][C:14]1[CH:19]=[C:18]([N+:20]([O-:22])=[O:21])[CH:17]=[CH:16][C:15]=1[O:12][CH2:11][C:7]1[CH:8]=[CH:9][CH:10]=[C:5]([F:4])[CH:6]=1 |f:0.1|. Procedure: Sodium hydride (60% dispersion in oil, 1.4 g, 33.5 mmol) is suspended in dry DMF (10 ml) under a nitrogen atmosphere and the resulting mixture is cooled in ice:water. To above suspension is added dropwise over 15 minutes (3-Fluoro-phenyl)-methanol (2.90 ml, 27 mmol). Next, to the cold reaction mixture is added dropwise over 20 minutes a solution of 2-chloro-1-fluoro-4-nitro-benzene (4.2 g, 24 mmol) in dry DMF (20 ml). Upon the end of addition the cold bath is removed and the reaction mixture is ... Reactants: ClC=1C=NC(=NC1)N1CCC2(OCCO2)CC1 (8-(5-Chloropyrimidin-2-yl)-1,4-dioxa-8-azaspiro[4.5]decane), [OH-].[Na+] (NaOH). Run in Cl (HCl). Run at time 60 hour. Yields the product ClC=1C=NC(=NC1)N1CCC(CC1)=O (1-(5-Chloropyrimidin-2-yl)piperidin-4-one). As a reaction SMILES: [Cl:1][C:2]1[CH:3]=[N:4][C:5]([N:8]2[CH2:17][CH2:16][C:11]3(OCC[O:12]3)[CH2:10][CH2:9]2)=[N:6][CH:7]=1.[OH-].[Na+]>Cl>[Cl:1][C:2]1[CH:3]=[N:4][C:5]([N:8]2[CH2:17][CH2:16][C:11](=[O:12])[CH2:10][CH2:9]2)=[N:6][CH:7]=1 |f:1.2|. Procedure details: 8-(5-Chloropyrimidin-2-yl)-1,4-dioxa-8-azaspiro[4.5]decane (4.2 g) is dissolved in 6 M HCl (50 mL) and stirred at r.t. for 60 h. The solution is cooled in an ice bath and 4 M NaOH (90 mL) is added in portions to make the solution strongly basic (pH ˜14). The mixture is extracted with dichloroemethane (2×200 mL) and the combined dichloromethane layers are dried over Na2SO4, filtered and concentrated to yield the title compound. LC (method 21): tR=4.21 min; Mass spectrum (APCI): m/z=212 [M+H]+. The reactants are ClCCl, CC(C)Oc1cc(-n2c(=O)cc(C(F)(F)F)n(N)c2=O)c(F)cc1Cl, O, O=S(=O)(O)O. Product: Nn1c(C(F)(F)F)cc(=O)n(-c2cc(O)c(Cl)cc2F)c1=O. Reaction SMILES: [CH2:31]([Cl:32])[Cl:33].[NH2:6][n:7]1[c:8](=[O:30])[n:9](-[c:18]2[c:19]([F:29])[cH:20][c:21]([Cl:28])[c:22]([O:24][CH:25]([CH3:26])[CH3:27])[cH:23]2)[c:10](=[O:17])[cH:11][c:12]1[C:13]([F:14])([F:15])[F:16].[OH2:34].[S:1](=[O:2])(=[O:3])([OH:4])[OH:5]>>[NH2:6][n:7]1[c:8](=[O:30])[n:9](-[c:18]2[c:19]([F:29])[cH:20][c:21]([Cl:28])[c:22]([OH:24])[cH:23]2)[c:10](=[O:17])[cH:11][c:12]1[C:13]([F:14])([F:15])[F:16]. Product: C(C)(=O)O[C@H]1[C@@H](C(N1C(C(=O)OC)=O)=O)NC(=O)OC(C)(C)C (methyl ((3S,4S)-4-acetoxy-3-t-butyloxycarbonylaminoazetidin-2-on-1-yl)-2-oxoacetate). The reactants are C(C)(=O)O[C@H]1[C@@H](C(N1C(C(=O)OC)=C(C)C)=O)NC(=O)OC(C)(C)C (methyl 2-((3S,4S)-4-acetoxy-3-t-butyloxycarbonylaminoazetidin-2-on-1-yl)-3-methylbut-2-enoate), CO (methanol), C(Cl)Cl (methylene chloride). Procedure details: Into a solution of 910 mg (2.5 mmol) of methyl 2-((3S,4S)-4-acetoxy-3-t-butyloxycarbonylaminoazetidin-2-on-1-yl)-3-methylbut-2-enoate in 40 ml of methanol, for 120 minutes at -10° C. in a mixture of ozone and oxygen is introduced at a rate of 0.1 mmol of ozone per minute. The obtained crystalline residue is dissolved by addition of 160 ml of methylene chloride and the solution is washed subsequently with 60 ml of a 10% aqueous sodium bisulfite solution and 60 ml of saturated sodium chloride solu... The solvent is O=[O+][O-] (ozone), O=O (oxygen), O=[O+][O-] (ozone). As a reaction SMILES: [C:1]([O:4][C@@H:5]1[N:8]([C:9](=C(C)C)[C:10]([O:12][CH3:13])=[O:11])[C:7](=[O:17])[C@H:6]1[NH:18][C:19]([O:21][C:22]([CH3:25])([CH3:24])[CH3:23])=[O:20])(=[O:3])[CH3:2].C(Cl)Cl.C[OH:30]>O=[O+][O-].O=O>[C:1]([O:4][C@@H:5]1[N:8]([C:9](=[O:30])[C:10]([O:12][CH3:13])=[O:11])[C:7](=[O:17])[C@H:6]1[NH:18][C:19]([O:21][C:22]([CH3:25])([CH3:24])[CH3:23])=[O:20])(=[O:3])[CH3:2]. Run at temperature 50 celsius, time 12 hour. Reactants: Cl (hydrochloric acid), C(C)OC(=O)C=1C=C2CC(C(NC2=CC1)C1=CC(=CC=C1)NC(C1=CC=CC=C1)=O)(C)C (2-(3-benzoylamino-phenyl)-3,3-dimethyl-1,2,3,4-tetrahydro-quinoline-6-carboxylic acid ethyl ester). Solvent: CO (methanol), O1CCCC1 (tetrahydrofuran), [OH-].[Na+] (sodium hydroxide), O (water). Reported procedure: A mixture of 2-(3-benzoylamino-phenyl)-3,3-dimethyl-1,2,3,4-tetrahydro-quinoline-6-carboxylic acid ethyl ester (984 mg, 2.3 mmol) in methanol (15 mL) and tetrahydrofuran (20 mL), 30% sodium hydroxide in water (10 mL) was stirred at 50° C. for 12 h. The mixture was neutralized with a 3 N aqueous hydrochloric acid solution and extracted with ethyl acetate (2×100 mL), washed with water, dried over anhydrous sodium sulfate and then concentrated in vacuo. Purification by Waters automated flash system... The product is C(C1=CC=CC=C1)(=O)NC=1C=C(C=CC1)C1NC2=CC=C(C=C2CC1(C)C)C(=O)O (2-(3-benzoylamino-phenyl)-3,3-dimethyl-1,2,3,4-tetrahydro-quinoline-6-carboxylic acid). RXN SMILES: C([O:3][C:4]([C:6]1[CH:7]=[C:8]2[C:13](=[CH:14][CH:15]=1)[NH:12][CH:11]([C:16]1[CH:21]=[CH:20][CH:19]=[C:18]([NH:22][C:23](=[O:30])[C:24]3[CH:29]=[CH:28][CH:27]=[CH:26][CH:25]=3)[CH:17]=1)[C:10]([CH3:32])([CH3:31])[CH2:9]2)=[O:5])C.Cl>CO.O1CCCC1.[OH-].[Na+].O>[C:23]([NH:22][C:18]1[CH:17]=[C:16]([CH:11]2[C:10]([CH3:32])([CH3:31])[CH2:9][C:8]3[C:13](=[CH:14][CH:15]=[C:6]([C:4]([OH:5])=[O:3])[CH:7]=3)[NH:12]2)[CH:21]=[CH:20][CH:19]=1)(=[O:30])[C:24]1[CH:29]=[CH:28][CH:27]=[CH:26][CH:25]=1 |f:4.5|. Isolated yield 53.6%. Reactants: COC(C1=C(C=C(C(=C1)Cl)Cl)NC(C(C)C1=CC=CC=C1)=O)=O (4,5-dichloro-2-(2-phenyl-propionyl amino)-benzoic acid methyl ester), [Li+].C[Si](C)(C)[N-][Si](C)(C)C (LiHMDS). The solvent is CCOC(=O)C (EtOAc). The product is ClC=1C=C2C(C(C(NC2=CC1Cl)=O)(C1=CC=CC=C1)C)=O (6,7-dichloro-3-methyl-3-phenyl-1H-quinoline-2,4-dione). RXN SMILES: CO[C:3](=[O:23])[C:4]1[CH:9]=[C:8]([Cl:10])[C:7]([Cl:11])=[CH:6][C:5]=1[NH:12][C:13](=[O:22])[CH:14]([C:16]1[CH:21]=[CH:20][CH:19]=[CH:18][CH:17]=1)[CH3:15].[Li+].C[Si]([N-][Si](C)(C)C)(C)C>CCOC(C)=O>[Cl:10][C:8]1[CH:9]=[C:4]2[C:5](=[CH:6][C:7]=1[Cl:11])[NH:12][C:13](=[O:22])[C:14]([CH3:15])([C:16]1[CH:17]=[CH:18][CH:19]=[CH:20][CH:21]=1)[C:3]2=[O:23] |f:1.2|. Procedure details: The objective compound was prepared by the same procedure for the example 1, using a 4,5-dichloro-2-(2-phenyl-propionyl amino)-benzoic acid methyl ester (1.00 g, 2.84 mmol) and LiHMDS (8.52 mmol, 1M solution in THF). After normal workup, the pure objective compound (0.36 g, 40%; yellow solid) was obtained by a flash column chromatography (Hex:EtOAc=4:1): 1H NMR (200 MHz, CDCl3) δ 1.83 (s, 3H, CH3), 7.02 (s, 1H, ArH), 7.23-7.33 (m, 5H, ArH), 7.97 (s, 1H, ArH), 8.41 (br s, 1H, NH); m.p. 213-214° C...